Dataset: the Open Reaction Database (ORD), a public repository of structured organic reaction records. Task: describe an organic reaction: reactants, conditions, products, and yield The reactants are C([O-])([O-])=O.[Cs+].[Cs+] (cesium carbonate), Cu(I) iodide, BrC1=CC=C(C=C1)Cl (4-bromochlorobenzene), COC1=CC=C(C=C1)O (4-methoxyphenol). The reagents and catalysts are Cl.CN(CC(=O)O)C (N,N-dimethylglycine hydrochloride). The solvent is O1CCOCC1 (dioxane). Product: COC1=CC=C(C=C1)OC1=CC=C(C=C1)Cl (1-Methoxy-4-(4-chlorophenoxy)benzene). The yield is 114.8%. Reaction SMILES: C(=O)([O-])[O-].[Cs+].[Cs+].Br[C:8]1[CH:13]=[CH:12][C:11]([Cl:14])=[CH:10][CH:9]=1.[CH3:15][O:16][C:17]1[CH:22]=[CH:21][C:20]([OH:23])=[CH:19][CH:18]=1>O1CCOCC1.Cl.CN(C)CC(O)=O>[CH3:15][O:16][C:17]1[CH:22]=[CH:21][C:20]([O:23][C:8]2[CH:13]=[CH:12][C:11]([Cl:14])=[CH:10][CH:9]=2)=[CH:19][CH:18]=1 |f:0.1.2,6.7|. Procedure details: Following the general procedure for Example 12 (step 1), N,N-dimethylglycine hydrochloride (0.04 g, 0.26 mmol), cesium carbonate (1.85 g, 5.68 mmol), and Cu(I) iodide (0.02 g, 0.11 mmol) were added to a solution of 4-bromochlorobenzene (0.82 g, 4.28 mmol) and 4-methoxyphenol (0.35 g, 2.82 mmol) in dioxane (10 mL) to afford the title compound (0.76 g, 100%) as a brown oil. Starting materials: COC1=C(C(=CC=C1)OC)C(=O)N1CC2CNCC2C1 ((2,6-Dimethoxy-phenyl)-(hexahydro-pyrrolo[3,4-c]pyrrol-2-yl)-methanone), ClC=1OC2=C(N1)C=CC=C2 (2-chloro-benzooxazole). Product: O1C(=NC2=C1C=CC=C2)N2CC1C(C2)CN(C1)C(=O)C1=C(C=CC=C1OC)OC ((5-Benzooxazol-2-yl-hexahydro-pyrrolo[3,4-c]pyrrol-2-yl)-(2,6-dimethoxy-phenyl)-methanone). As a reaction SMILES: [CH3:1][O:2][C:3]1[CH:8]=[CH:7][CH:6]=[C:5]([O:9][CH3:10])[C:4]=1[C:11]([N:13]1[CH2:20][CH:19]2[CH:15]([CH2:16][NH:17][CH2:18]2)[CH2:14]1)=[O:12].Cl[C:22]1[O:23][C:24]2[CH:30]=[CH:29][CH:28]=[CH:27][C:25]=2[N:26]=1>>[O:23]1[C:24]2[CH:30]=[CH:29][CH:28]=[CH:27][C:25]=2[N:26]=[C:22]1[N:17]1[CH2:16][CH:15]2[CH2:14][N:13]([C:11]([C:4]3[C:3]([O:2][CH3:1])=[CH:8][CH:7]=[CH:6][C:5]=3[O:9][CH3:10])=[O:12])[CH2:20][CH:19]2[CH2:18]1. Procedure: The title compound was prepared in a manner analogous to Example 15 utilizing Intermediate 41 and 2-chloro-benzooxazole. MS (ESI): mass calculated for C22H23N3O4, 393.45; m/z found 394.2 [M+H]+. Starting materials: O=C([O-])[O-], CN(C)C=O, ClCc1ccccc1, [K+], [K+], CCOC(=O)C1CCCNC1. Product: CCOC(=O)C1CCCN(Cc2ccccc2)C1. RXN SMILES: [C:9](=[O:10])([O-:11])[O-:12].[CH3:26][N:27]([CH3:28])[CH:29]=[O:30].[Cl:1][CH2:2][c:3]1[cH:4][cH:5][cH:6][cH:7][cH:8]1.[K+:13].[K+:14].[NH:15]1[CH2:16][CH:17]([C:21](=[O:22])[O:23][CH2:24][CH3:25])[CH2:18][CH2:19][CH2:20]1>>[CH2:2]([c:3]1[cH:4][cH:5][cH:6][cH:7][cH:8]1)[N:15]1[CH2:16][CH:17]([C:21](=[O:22])[O:23][CH2:24][CH3:25])[CH2:18][CH2:19][CH2:20]1.